From a dataset of the Open Reaction Database (ORD), a public repository of structured organic reaction records. describe an organic reaction: reactants, conditions, products, and yield The reactants are O, CC(C)(Oc1cccc(C(N)=O)c1C(N)=O)C(=O)OC(c1ccccc1)c1ccccc1. The product is CC(C)(Oc1cccc2c1C(=O)NC2=O)C(=O)OC(c1ccccc1)c1ccccc1. RXN SMILES: [OH2:33].[c:1]1([CH:7]([O:8][C:9](=[O:10])[C:11]([CH3:12])([O:13][c:14]2[c:15]([C:23](=[O:24])[NH2:25])[c:16]([C:17](=[O:18])[NH2:19])[cH:20][cH:21][cH:22]2)[CH3:26])[c:27]2[cH:28][cH:29][cH:30][cH:31][cH:32]2)[cH:2][cH:3][cH:4][cH:5][cH:6]1>>[c:1]1([CH:7]([O:8][C:9](=[O:10])[C:11]([CH3:12])([O:13][c:14]2[c:15]3[c:16]([cH:20][cH:21][cH:22]2)[C:17](=[O:18])[NH:25][C:23]3=[O:24])[CH3:26])[c:27]2[cH:28][cH:29][cH:30][cH:31][cH:32]2)[cH:2][cH:3][cH:4][cH:5][cH:6]1. The reactants are C(C)OC(=O)C1=NC(=NO1)CNC(=O)C=1SC(=CC1)Cl (3-{[(5-chloro-thiophene-2-carbonyl)-amino]-methyl}-[1,2,4]oxadiazole-5-carboxylic acid ethyl ester), O (H2O), NC1=C(C=C(C=C1)N1C(C=CC=C1)=O)F (1-(4-amino-3-fluoro-phenyl)-1H-pyridin-2-one), C[Al](C)C (trimethylaluminium). Solvent: O1CCOCC1 (dioxane), O1CCOCC1 (dioxane). Reaction conditions: time 2 hour. The product is FC1=C(C=CC(=C1)N1C(C=CC=C1)=O)NC(=O)C1=NC(=NO1)CNC(=O)C=1SC(=CC1)Cl (3-{[(5-chloro-thiophene-2-carbonyl)-amino]-methyl}-[1,2,4]oxadiazole-5-carboxylic acid[2-fluoro-4-(2-oxo-2H-pyridin-1-yl)-phenyl]-amide). As a reaction SMILES: [NH2:1][C:2]1[CH:7]=[CH:6][C:5]([N:8]2[CH:13]=[CH:12][CH:11]=[CH:10][C:9]2=[O:14])=[CH:4][C:3]=1[F:15].C[Al](C)C.C([O:22][C:23]([C:25]1[O:29][N:28]=[C:27]([CH2:30][NH:31][C:32]([C:34]2[S:35][C:36]([Cl:39])=[CH:37][CH:38]=2)=[O:33])[N:26]=1)=O)C.O>O1CCOCC1>[F:15][C:3]1[CH:4]=[C:5]([N:8]2[CH:13]=[CH:12][CH:11]=[CH:10][C:9]2=[O:14])[CH:6]=[CH:7][C:2]=1[NH:1][C:23]([C:25]1[O:29][N:28]=[C:27]([CH2:30][NH:31][C:32]([C:34]2[S:35][C:36]([Cl:39])=[CH:37][CH:38]=2)=[O:33])[N:26]=1)=[O:22]. Reported procedure: To a stirred suspension of 1-(4-amino-3-fluoro-phenyl)-1H-pyridin-2-one (259 mg; CAS 536747-52-1, prepared according to C. F. Bigge et al., patent application WO 2003045912) at r.t. in dioxane (4 ml) under an argon atmosphere was added trimethylaluminium (0.63 ml; 2 M solution in heptane)-->foaming. The mixture was stirred at r.t. for 2 h. A solution of 3-{[(5-chloro-thiophene-2-carbonyl)-amino]-methyl}-[1,2,4]oxadiazole-5-carboxylic acid ethyl ester (100 mg) in dioxane (4 ml) was then added. Th... Reactants: solution, C([C@@H]1[C@H]([C@@H]([C@H]([C@@H](O1)O[C@@H]2[C@H](O[C@H]([C@@H]([C@H]2O)O)O)CO)O)O)O)O (cellobiose), C([C@@H]1[C@H]([C@@H]([C@H]([C@@H](O1)O[C@@H]2[C@H](O[C@H]([C@@H]([C@H]2O)O)O)CO)O)O)O)O (cellobiose), C(CCCC=O)=O (glutaraldehyde), solution. The solvent is C(C)(=O)[O-].[Na+] (sodium acetate), C(C)(=O)[O-].[Na+] (sodium acetate), C(C)(=O)[O-].[Na+] (sodium acetate). Run at time 1 hour. Yields the product O=C[C@H](O)[C@@H](O)[C@H](O)[C@H](O)CO (glucose). As a reaction SMILES: [CH2:1]([OH:23])[C@H:2]1[O:7][C@@H:6]([O:8][C@H]2[C@H](O)[C@@H](O)[C@H](O)O[C@@H]2CO)[C@H:5]([OH:20])[C@@H:4]([OH:21])[C@@H:3]1[OH:22].C(=O)CCCC=O>C([O-])(=O)C.[Na+]>[O:8]=[CH:6][C@@H:5]([C@H:4]([C@@H:3]([C@@H:2]([CH2:1][OH:23])[OH:7])[OH:22])[OH:21])[OH:20] |f:2.3|. Procedure details: The cellobiase was prepared as follows: 1 mL of the crude cellobiase was mixed with 4.0 mL of a solution of 50 mM sodium acetate at pH 5.0. The sodium acetate solution acts as a buffer, ensuring that the proper pH level is maintained. The cellobiose was added to protect the enzyme's catalytic site from any possible inactivation by glutaraldehyde. Two aliquots, each consisting of 2.5 mL of this solution, were then filtered through a PD-10 column, and the filtered cellobiase (total volume 7.0 mL) ... The reactants are [I-].[Li+] (Lithium iodide), ClC1=C(C(=O)C=2C=C(CC=3C=CC(NN3)=O)C(=CC2)OC)C(=CC(=C1)Cl)Cl (6-[3-(2,4,6-trichlorobenzoyl)-6-methoxybenzyl]-2H-pyridazin-3-one). Solvent: N1=C(C=C(C=C1C)C)C (2,4,6-collidine). Reaction conditions: temperature 165 celsius. Product: ClC1=C(C(=O)C=2C=C(CC=3C=CC(NN3)=O)C(=CC2)O)C(=CC(=C1)Cl)Cl (6-[3-(2,4,6-trichlorobenzoyl)-6-hydroxybenzyl]-2H-pyridazin-3-one). Yield: 81.5%. RXN SMILES: [I-].[Li+].[Cl:3][C:4]1[CH:27]=[C:26]([Cl:28])[CH:25]=[C:24]([Cl:29])[C:5]=1[C:6]([C:8]1[CH:9]=[C:10]([C:19]([O:22]C)=[CH:20][CH:21]=1)[CH2:11][C:12]1[CH:13]=[CH:14][C:15](=[O:18])[NH:16][N:17]=1)=[O:7]>N1C(C)=CC(C)=CC=1C>[Cl:3][C:4]1[CH:27]=[C:26]([Cl:28])[CH:25]=[C:24]([Cl:29])[C:5]=1[C:6]([C:8]1[CH:9]=[C:10]([C:19]([OH:22])=[CH:20][CH:21]=1)[CH2:11][C:12]1[CH:13]=[CH:14][C:15](=[O:18])[NH:16][N:17]=1)=[O:7] |f:0.1|. Reported procedure: Lithium iodide (4.0 g, 29.7 mmol) was added to a solution of 6-[3-(2,4,6-trichlorobenzoyl)-6-methoxybenzyl]-2H-pyridazin-3-one (2.5 g, 5.9 mmol) [prepared by proceeding as described in Example 3, but replacing 2-fluorophenylacetic acid with 2-methoxyphenylacetic acid] in 2,4,6-collidine (250 ml) and the reaction mixture was heated to 165° C. After 3 h the reaction mixture was cooled to room temperature, and the product was extracted into ethyl acetate. The organic extract was washed with aqueous... Starting materials: CCCCN=C=O, C#CCOc1ccc(C)cc1S(N)(=O)=O, O=C(Cl)Cl, C1CN2CCN1CC2, Cc1ccccc1C. Yields the product C#CCOc1ccc(C)cc1S(=O)(=O)N=C=O. RXN SMILES: [CH2:16]([N:17]=[C:21]=[O:22])[CH2:18][CH2:19][CH3:20].[CH3:1][c:2]1[cH:3][cH:4][c:5]([O:12][CH2:13][C:14]#[CH:15])[c:6]([S:8](=[O:9])(=[O:10])[NH2:11])[cH:7]1.[Cl:31][C:32](=[O:33])[Cl:34].[N:23]12[CH2:24][CH2:25][N:26]([CH2:27][CH2:28]1)[CH2:29][CH2:30]2.[c:35]1([CH3:36])[c:37]([CH3:38])[cH:39][cH:40][cH:41][cH:42]1>>[CH3:1][c:2]1[cH:3][cH:4][c:5]([O:12][CH2:13][C:14]#[CH:15])[c:6]([S:8](=[O:9])(=[O:10])[N:11]=[C:21]=[O:22])[cH:7]1. The reactants are C(C)(C)C=1C(NC(NC1OC1=CC(=CC(=C1)C)C)=O)=O (5-Isopropyl-6-(3,5-dimethylphenoxy)-2,4-pyrimidinedione), FC=1C=C(CBr)C=C(C1)F (3,5-difluorobenzyl bromide). The product is FC=1C=C(CN2C(NC(C(=C2OC2=CC(=CC(=C2)C)C)C(C)C)=O)=O)C=C(C1)F (1-(3,5-Difluorobenzyl)-5-isopropyl-6-(3,5-dimethylphenoxy)-2,4-pyrimidinedione). Yield: 45.0%. RXN SMILES: [CH:1]([C:4]1[C:5](=[O:20])[NH:6][C:7](=[O:19])[NH:8][C:9]=1[O:10][C:11]1[CH:16]=[C:15]([CH3:17])[CH:14]=[C:13]([CH3:18])[CH:12]=1)([CH3:3])[CH3:2].[F:21][C:22]1[CH:23]=[C:24]([CH:27]=[C:28]([F:30])[CH:29]=1)[CH2:25]Br>>[F:21][C:22]1[CH:23]=[C:24]([CH:27]=[C:28]([F:30])[CH:29]=1)[CH2:25][N:8]1[C:9]([O:10][C:11]2[CH:12]=[C:13]([CH3:18])[CH:14]=[C:15]([CH3:17])[CH:16]=2)=[C:4]([CH:1]([CH3:3])[CH3:2])[C:5](=[O:20])[NH:6][C:7]1=[O:19]. Procedure details: 5-Isopropyl-6-(3,5-dimethylphenoxy)-2,4-pyrimidinedione and 3,5-difluorobenzyl bromide were reacted by the same way with the example 1 to obtain the titled compound (180 mg, yield: 45.0%). The reactants are C(C1=CC=CC=C1)(=O)C1=CC=C(C(=O)N2CC3=C(CC2)C=CO3)C=C1 (6-(4-benzoylbenzoyl)-4,5,6,7-tetrahydrofuro[2,3-c]pyridine), N1CCCCC1 (piperidine), C=O (formaldehyde). Solvent: C(C)(=O)O (acetic acid). Conditions: temperature 100 celsius, time 1 hour. Yields the product C(C1=CC=CC=C1)(=O)C1=CC=C(C(=O)N2CC3=C(CC2)C=C(O3)CN3CCCCC3)C=C1 (6-(4-benzoylbenzoyl)-2-piperidinomethyl-4,5,6,7-tetrahydrofuro[2,3-c]pyridine). As a reaction SMILES: [C:1]([C:9]1[CH:25]=[CH:24][C:12]([C:13]([N:15]2[CH2:20][CH2:19][C:18]3[CH:21]=[CH:22][O:23][C:17]=3[CH2:16]2)=[O:14])=[CH:11][CH:10]=1)(=[O:8])[C:2]1[CH:7]=[CH:6][CH:5]=[CH:4][CH:3]=1.[NH:26]1[CH2:31][CH2:30][CH2:29][CH2:28][CH2:27]1.[CH2:32]=O>C(O)(=O)C>[C:1]([C:9]1[CH:10]=[CH:11][C:12]([C:13]([N:15]2[CH2:20][CH2:19][C:18]3[CH:21]=[C:22]([CH2:32][N:26]4[CH2:31][CH2:30][CH2:29][CH2:28][CH2:27]4)[O:23][C:17]=3[CH2:16]2)=[O:14])=[CH:24][CH:25]=1)(=[O:8])[C:2]1[CH:3]=[CH:4][CH:5]=[CH:6][CH:7]=1. Procedure: To a solution of 0.260 g (0.785 mmol) of 6-(4-benzoylbenzoyl)-4,5,6,7-tetrahydrofuro[2,3-c]pyridine in 10 ml of acetic acid, 0.12 ml (1.2 mmol) of piperidine and 96 mg (1.2 mmol) of 37% aqueous formaldehyde were added, followed by stirring at 100° C. for 1 hour. After the solvent was distilled off under reduced pressure, the residual solution was alkalified with aqueous sodium hydroxide and extracted with ethyl acetate 3 times. The combined organic layer was dried over anhydrous magnesium sulfat... The reactants are Cc1ccc(-c2cnc3c(ccn3COCC[Si](C)(C)C)n2)c(NC2CCCNC2)n1, CC(=O)OC(C)=O. The product is CC(=O)N1CCCC(Nc2nc(C)ccc2-c2cnc3c(ccn3COCC[Si](C)(C)C)n2)C1. As a reaction SMILES: [CH3:1][c:2]1[cH:3][cH:4][c:5](-[c:15]2[n:16][c:17]3[c:18]([n:19][cH:20]2)[n:21]([CH2:24][O:25][CH2:26][CH2:27][Si:28]([CH3:29])([CH3:30])[CH3:31])[cH:22][cH:23]3)[c:6]([NH:8][CH:9]2[CH2:10][NH:11][CH2:12][CH2:13][CH2:14]2)[n:7]1.[CH3:32][C:33](=[O:34])[O:35][C:36](=[O:37])[CH3:38]>>[CH3:1][c:2]1[cH:3][cH:4][c:5](-[c:15]2[n:16][c:17]3[c:18]([n:19][cH:20]2)[n:21]([CH2:24][O:25][CH2:26][CH2:27][Si:28]([CH3:29])([CH3:30])[CH3:31])[cH:22][cH:23]3)[c:6]([NH:8][CH:9]2[CH2:10][N:11]([C:33]([CH3:32])=[O:34])[CH2:12][CH2:13][CH2:14]2)[n:7]1. Reactants: O (Water), [H-].[Na+] (sodium hydride), C(C)(C)(C)C1=CC=C(C=C1)\C(=C/[C@H]1CCC(N1)=O)\C1=NC(=C(C=C1)Cl)OC ((5R)-5-[(E)-2-(4-tert-butylphenyl)-2-(5-chloro-6-methoxypyridin-2-yl)ethenyl]pyrrolidin-2-one), CI (Methyl iodide). Solvent: C(C)(=O)OCC (ethyl acetate), O1CCCC1 (tetrahydrofuran). Run at time 20 minute. Product: C(C)(C)(C)C1=CC=C(C=C1)\C(=C/[C@H]1CCC(N1C)=O)\C1=NC(=C(C=C1)Cl)OC ((5R)-5-[(E)-2-(4-tert-butylphenyl)-2-(5-chloro-6-methoxypyridin-2-yl)ethenyl]-1-methylpyrrolidin-2-one). Reaction SMILES: [H-].[Na+].[C:3]([C:7]1[CH:12]=[CH:11][C:10](/[C:13](/[C:21]2[CH:26]=[CH:25][C:24]([Cl:27])=[C:23]([O:28][CH3:29])[N:22]=2)=[CH:14]\[C@@H:15]2[NH:19][C:18](=[O:20])[CH2:17][CH2:16]2)=[CH:9][CH:8]=1)([CH3:6])([CH3:5])[CH3:4].[CH3:30]I.O>O1CCCC1.C(OCC)(=O)C>[C:3]([C:7]1[CH:8]=[CH:9][C:10](/[C:13](/[C:21]2[CH:26]=[CH:25][C:24]([Cl:27])=[C:23]([O:28][CH3:29])[N:22]=2)=[CH:14]\[C@@H:15]2[N:19]([CH3:30])[C:18](=[O:20])[CH2:17][CH2:16]2)=[CH:11][CH:12]=1)([CH3:6])([CH3:4])[CH3:5] |f:0.1|. Procedure: 60% sodium hydride (27 mg) was added to a solution of (5R)-5-[(E)-2-(4-tert-butylphenyl)-2-(5-chloro-6-methoxypyridin-2-yl)ethenyl]pyrrolidin-2-one (185 mg) in tetrahydrofuran (5 mL), and the mixture was stirred at room temperature for 20 minutes. Methyl iodide (60 μL) was then added and the mixture was stirred at room temperature for 4.5 hours. Water and ethyl acetate were added to the reaction solution, followed by extraction with ethyl acetate. The organic layer was washed with brine, dried o... The reactants are CCCCCCCCCCCCCCCCN(C(C)=O)c1cccs1, CN(C)C=O, O=P(Cl)(Cl)Cl. The product is CCCCCCCCCCCCCCCCN(C(C)=O)c1ccc(C=O)s1. Reaction SMILES: [CH2:1]([CH2:2][CH2:3][CH2:4][CH2:5][CH2:6][CH2:7][CH2:8][CH2:9][CH2:10][CH2:11][CH2:12][CH2:13][CH2:14][CH2:15][CH3:16])[N:17]([C:18]([CH3:19])=[O:20])[c:21]1[s:22][cH:23][cH:24][cH:25]1.[O:31]=[CH:32][N:33]([CH3:34])[CH3:35].[P:26]([Cl:27])([Cl:28])([Cl:29])=[O:30]>>[CH2:1]([CH2:2][CH2:3][CH2:4][CH2:5][CH2:6][CH2:7][CH2:8][CH2:9][CH2:10][CH2:11][CH2:12][CH2:13][CH2:14][CH2:15][CH3:16])[N:17]([C:18]([CH3:19])=[O:20])[c:21]1[s:22][c:23]([CH:32]=[O:31])[cH:24][cH:25]1.